Dataset: the Open Reaction Database (ORD), a public repository of structured organic reaction records. Task: describe an organic reaction: reactants, conditions, products, and yield Reactants: O=S(=O)(Oc1ccc2ccccc2c1-c1c(OS(=O)(=O)C(F)(F)F)ccc2ccccc12)C(F)(F)F, O=[PH3], [Pd]. The product is O=[PH2]c1ccc2ccccc2c1-c1c(OS(=O)(=O)C(F)(F)F)ccc2ccccc12. As a reaction SMILES: [F:1][C:2]([S:3](=[O:4])(=[O:5])[O:6][c:7]1[c:8](-[c:17]2[c:18]([O:27][S:28]([C:29]([F:30])([F:31])[F:32])(=[O:33])=[O:34])[cH:19][cH:20][c:21]3[cH:22][cH:23][cH:24][cH:25][c:26]23)[c:9]2[cH:10][cH:11][cH:12][cH:13][c:14]2[cH:15][cH:16]1)([F:35])[F:36].[PH3:37]=[O:38].[Pd:39]>>[F:1][C:2]([S:3](=[O:4])(=[O:5])[O:6][c:7]1[c:8](-[c:17]2[c:18]([PH2:37]=[O:38])[cH:19][cH:20][c:21]3[cH:22][cH:23][cH:24][cH:25][c:26]23)[c:9]2[cH:10][cH:11][cH:12][cH:13][c:14]2[cH:15][cH:16]1)([F:35])[F:36]. The reactants are CSC(=NCc1[nH]c(=O)[nH]c(=O)c1Cl)NC#N, CN, CCO. Yields the product CNC(=NCc1[nH]c(=O)[nH]c(=O)c1Cl)NC#N. Reaction SMILES: [C:1](#[N:2])[NH:3][C:4]([S:5][CH3:6])=[N:7][CH2:8][c:9]1[c:10]([Cl:17])[c:11](=[O:16])[nH:12][c:13](=[O:15])[nH:14]1.[CH3:18][NH2:19].[CH3:20][CH2:21][OH:22]>>[C:1](#[N:2])[NH:3][C:4](=[N:7][CH2:8][c:9]1[c:10]([Cl:17])[c:11](=[O:16])[nH:12][c:13](=[O:15])[nH:14]1)[NH:19][CH3:18]. Reactants: CC1=CC=C(C(=O)NNC(C2=CC(=CC=C2)[N+](=O)[O-])=O)C=C1 (1-[(4-methyl)benzoyl]-2-(3-nitrobenzoyl)hydrazine), COC=1C=CC(=CC1)P2(=S)SP(=S)(S2)C=3C=CC(=CC3)OC (Lawesson's Reagent). Solvent: C1=CC=CC=C1 (benzene). Conditions: temperature 60 celsius. Product: [N+](=O)([O-])C=1C=C(C=CC1)C=1SC(=NN1)C1=CC=C(C=C1)C (2-(3′-nitrophenyl)-5-(p-tolyl)-1,3,4-thiadiazole). As a reaction SMILES: [CH3:1][C:2]1[CH:22]=[CH:21][C:5]([C:6]([NH:8][NH:9][C:10](=O)[C:11]2[CH:16]=[CH:15][CH:14]=[C:13]([N+:17]([O-:19])=[O:18])[CH:12]=2)=O)=[CH:4][CH:3]=1.COC1C=CC(P2(SP(C3C=CC(OC)=CC=3)(=S)S2)=[S:32])=CC=1>C1C=CC=CC=1>[N+:17]([C:13]1[CH:12]=[C:11]([C:10]2[S:32][C:6]([C:5]3[CH:21]=[CH:22][C:2]([CH3:1])=[CH:3][CH:4]=3)=[N:8][N:9]=2)[CH:16]=[CH:15][CH:14]=1)([O-:19])=[O:18]. Reported procedure: A mixture of 1-[(4-methyl)benzoyl]-2-(3-nitrobenzoyl)hydrazine (1.40 g, 4.68 mmol) and Lawesson's Reagent (0.95 g, 2.34 mmol) in benzene (25 ml) is slowly heated to 60° C. After 3 hours the solution is concentrated, quenched with 35 ml of water and heated to reflux for 12 hours. The mixture is then cooled to room temperature and the precpitate is collected by filtration. The precipitate is then taken up in chloroform (100 ml) and the insoluble portion is removed by filtration. The filtrate is th... RXN SMILES: [CH:1]1([OH:11])[C:10]2[C:5](=[CH:6][CH:7]=[CH:8][CH:9]=2)[CH2:4][CH2:3][CH2:2]1.[H-].[Na+].Br[C:15]1[C:20]([CH2:21][CH3:22])=[N:19][C:18]([C:23]2[CH:28]=[CH:27][C:26]([Cl:29])=[CH:25][C:24]=2[Cl:30])=[C:17]([CH2:31][CH3:32])[N:16]=1>CS(C)=O.O>[Cl:30][C:24]1[CH:25]=[C:26]([Cl:29])[CH:27]=[CH:28][C:23]=1[C:18]1[C:17]([CH2:31][CH3:32])=[N:16][C:15]([O:11][CH:1]2[C:10]3[C:5](=[CH:6][CH:7]=[CH:8][CH:9]=3)[CH2:4][CH2:3][CH2:2]2)=[C:20]([CH2:21][CH3:22])[N:19]=1 |f:1.2|. The solvent is CS(=O)C (DMSO), CS(=O)C (DMSO), CS(=O)C (DMSO), O (H2O). Product: ClC1=C(C=CC(=C1)Cl)C1=NC(=C(N=C1CC)OC1CCCC2=CC=CC=C12)CC (2-(2,4-dichlorophenyl)-3,6-diethyl-5-(1,2,3,4-tetrahydronaphthalen-1-yloxy)pyrazine). Reported procedure: A solution of 1,2,3,4-tetrahydronaphthalen-1-ol (248 mg) in DMSO (3 ml) was added to NaH (100 mg) suspended in DMSO (4 ml). The reaction mixture was stirred at r.t. for 1 hour and heated at 75° C. for 1 hour. 2-bromo-5-(2,4-dichlorophenyl)-3,6-diethylpyrazine in DMSO (3 ml) was added. After 24 h, the rxn mixture was diluted with 30 ml of H2O, extracted with CH2Cl2, washed with NaHCO3, brine, dried (MgSO4), filtered and concentrated. Flash chromatography (1:50 EtOAC:Heptane) gave the title compou... Starting materials: BrC1=NC(=C(N=C1CC)C1=C(C=C(C=C1)Cl)Cl)CC (2-bromo-5-(2,4-dichlorophenyl)-3,6-diethylpyrazine), C1(CCCC2=CC=CC=C12)O (1,2,3,4-tetrahydronaphthalen-1-ol), [H-].[Na+] (NaH). Conditions: time 1 hour. The reactants are CO, CN1CCCC1=O, NC1CCC(Nc2cc(Nc3cccc(Br)n3)c3ncc(C(=O)Nc4ccncc4F)n3n2)CC1, NC1CCC(O)CC1. The product is NC1CCC(Nc2cc(Nc3cccc(NC4CCC(O)CC4)n3)c3ncc(C(=O)Nc4ccncc4F)n3n2)CC1. Reaction SMILES: [CH3:44][OH:45].[CH3:46][N:47]1[CH2:48][CH2:49][CH2:50][C:51]1=[O:52].[NH2:1][CH:2]1[CH2:3][CH2:4][CH:5]([NH:8][c:9]2[cH:10][c:11]([NH:28][c:29]3[n:30][c:31]([Br:35])[cH:32][cH:33][cH:34]3)[c:12]3[n:13]([n:14]2)[c:15]([C:18](=[O:19])[NH:20][c:21]2[c:22]([F:27])[cH:23][n:24][cH:25][cH:26]2)[cH:16][n:17]3)[CH2:6][CH2:7]1.[NH2:36][CH:37]1[CH2:38][CH2:39][CH:40]([OH:43])[CH2:41][CH2:42]1>>[NH2:1][CH:2]1[CH2:3][CH2:4][CH:5]([NH:8][c:9]2[cH:10][c:11]([NH:28][c:29]3[n:30][c:31]([NH:36][CH:37]4[CH2:38][CH2:39][CH:40]([OH:43])[CH2:41][CH2:42]4)[cH:32][cH:33][cH:34]3)[c:12]3[n:13]([n:14]2)[c:15]([C:18](=[O:19])[NH:20][c:21]2[c:22]([F:27])[cH:23][n:24][cH:25][cH:26]2)[cH:16][n:17]3)[CH2:6][CH2:7]1.